From a dataset of the Open Reaction Database (ORD), a public repository of structured organic reaction records. describe an organic reaction: reactants, conditions, products, and yield Starting materials: ClC1=NC=C(C(=O)OC)C=C1OCC(C)C (methyl 6-chloro-5-isobutoxynicotinate), FC1=C(C=C(C=C1)OC)B(O)O (2-fluoro-5-methoxyphenylboronic acid), C1(CCCCC1)P(C1=C(C=CC=C1)C1=C(C=CC=C1OC)OC)C1CCCCC1 (2-dicyclohexylphosphino-2′,6′-dimethoxybiphenyl), C([O-])([O-])=O.[Na+].[Na+] (sodium carbonate). The reagents and catalysts are C=1C=CC(=CC1)/C=C/C(=O)/C=C/C2=CC=CC=C2.C=1C=CC(=CC1)/C=C/C(=O)/C=C/C2=CC=CC=C2.C=1C=CC(=CC1)/C=C/C(=O)/C=C/C2=CC=CC=C2.[Pd].[Pd] (tris(dibenzylideneacetone)dipalladium(0)). The solvent is C1(=CC=CC=C1)C (toluene). Reaction conditions: temperature 100 celsius, time 1 hour. Product: FC1=C(C=C(C=C1)OC)C1=NC=C(C(=O)OC)C=C1OCC(C)C (methyl 6-(2-fluoro-5-methoxyphenyl)-5-isobutoxynicotinate). Isolated yield 72.3%. As a reaction SMILES: Cl[C:2]1[C:11]([O:12][CH2:13][CH:14]([CH3:16])[CH3:15])=[CH:10][C:5]([C:6]([O:8][CH3:9])=[O:7])=[CH:4][N:3]=1.[F:17][C:18]1[CH:23]=[CH:22][C:21]([O:24][CH3:25])=[CH:20][C:19]=1B(O)O.C1(P(C2CCCCC2)C2C=CC=CC=2C2C(OC)=CC=CC=2OC)CCCCC1.C(=O)([O-])[O-].[Na+].[Na+]>C1(C)C=CC=CC=1.C1C=CC(/C=C/C(/C=C/C2C=CC=CC=2)=O)=CC=1.C1C=CC(/C=C/C(/C=C/C2C=CC=CC=2)=O)=CC=1.C1C=CC(/C=C/C(/C=C/C2C=CC=CC=2)=O)=CC=1.[Pd].[Pd]>[F:17][C:18]1[CH:23]=[CH:22][C:21]([O:24][CH3:25])=[CH:20][C:19]=1[C:2]1[C:11]([O:12][CH2:13][CH:14]([CH3:16])[CH3:15])=[CH:10][C:5]([C:6]([O:8][CH3:9])=[O:7])=[CH:4][N:3]=1 |f:3.4.5,7.8.9.10.11|. Procedure details: Under an argon atmosphere, to a solution of methyl 6-chloro-5-isobutoxynicotinate (1.84 g) in toluene (25 mL) were added 2-fluoro-5-methoxyphenylboronic acid (2.21 g), tris(dibenzylideneacetone)dipalladium(0) (318 mg), 2-dicyclohexylphosphino-2′,6′-dimethoxybiphenyl (570 mg) and 2.0 M aqueous sodium carbonate solution (13.0 mL), and the mixture was stirred at 100° C. for 1 hr. The reaction mixture was filtered through celite, and water was added at room temperature. The reaction mixture was extr...